From a dataset of the Open Reaction Database (ORD), a public repository of structured organic reaction records. describe an organic reaction: reactants, conditions, products, and yield The reactants are CCS, CO, COc1ccc(OCC2SCCN2C(=O)CCl)cc1. Yields the product CCSCC(=O)N1CCSC1COc1ccc(OC)cc1. RXN SMILES: [CH2:1]([CH3:2])[SH:3].[CH3:23][OH:24].[CH3:4][O:5][c:6]1[cH:7][cH:8][c:9]([O:10][CH2:11][CH:12]2[S:13][CH2:14][CH2:15][N:16]2[C:17]([CH2:18][Cl:19])=[O:20])[cH:21][cH:22]1>>[CH2:1]([CH3:2])[S:3][CH2:18][C:17]([N:16]1[CH:12]([CH2:11][O:10][c:9]2[cH:8][cH:7][c:6]([O:5][CH3:4])[cH:22][cH:21]2)[S:13][CH2:14][CH2:15]1)=[O:20]. Reactants: oxalate salt, S(O)(O)(=O)=O (sulfuric acid), C(=O)(O)C=1C=C(C=CC1)C1=CC=C(C=C1)OC[C@@H](CCC=1C=NC=CC1)O ((2R)-1-(3'-carboxybiphenyl-4-yloxy)-4-(3-pyridyl)-2-butanol), C(O)([O-])=O.[Na+] (sodium hydrogen carbonate), C(C(=O)O)(=O)O (oxalic acid). Solvent: CCOCC (ether), CO (methanol). Product: C(C(=O)O)(=O)O.COC(=O)C=1C=C(C=CC1)C1=CC=C(C=C1)OC[C@@H](CCC=1C=NC=CC1)O ((2R)-1-(3'-(Methoxycarbonyl)biphenyl-4-yloxy)-4-(3-pyridyl)-2-butanol oxalic acid salt). RXN SMILES: S(=O)(=O)(O)O.[C:6]([C:9]1[CH:10]=[C:11]([C:15]2[CH:20]=[CH:19][C:18]([O:21][CH2:22][C@H:23]([OH:32])[CH2:24][CH2:25][C:26]3[CH:27]=[N:28][CH:29]=[CH:30][CH:31]=3)=[CH:17][CH:16]=2)[CH:12]=[CH:13][CH:14]=1)([OH:8])=[O:7].[C:33](=O)([O-])O.[Na+].[C:38]([OH:43])(=[O:42])[C:39]([OH:41])=[O:40]>CO.CCOCC>[C:38]([OH:43])(=[O:42])[C:39]([OH:41])=[O:40].[CH3:33][O:7][C:6]([C:9]1[CH:10]=[C:11]([C:15]2[CH:16]=[CH:17][C:18]([O:21][CH2:22][C@H:23]([OH:32])[CH2:24][CH2:25][C:26]3[CH:27]=[N:28][CH:29]=[CH:30][CH:31]=3)=[CH:19][CH:20]=2)[CH:12]=[CH:13][CH:14]=1)=[O:8] |f:2.3,7.8|. Reported procedure: Concentrated sulfuric acid (2.5 ml) was added to a suspension of (2R)-1-(3'-carboxybiphenyl-4-yloxy)-4-(3-pyridyl)-2-butanol (0.5 g) in methanol (50 ml). The mixture was heated at reflux for 10 hours. The mixture was cooled to room temperature and made basic by addition of aqueous sodium hydrogen carbonate. The mixture was extracted with ethyl acetate, dried over anhydrous magnesium sulfate, filtered and concentrated under reduced pressure. The residue was purified by column chromatography over ... The reactants are CC1=C(OCC(=O)O)C=CC(=C1)OC\C=C(/C1=CC=C(C=C1)C#CCN1CCOCC1)\C1=CC=C(C=C1)C ((Z)-[2-Methyl-4-[3-(4-methylphenyl)-3-[4-[3-(morpholin-4-yl)propynyl]phenyl]allyloxy]-phenoxy]acetic Acid), O1CCCC1 (tetrahydrofuran), C(C#C)N1N=CC=C1 (1-propargyl-1H-pyrazole). The reagents and catalysts are C=1C=CC(=CC1)[P](C=2C=CC=CC2)(C=3C=CC=CC3)[Pd]([P](C=4C=CC=CC4)(C=5C=CC=CC5)C=6C=CC=CC6)([P](C=7C=CC=CC7)(C=8C=CC=CC8)C=9C=CC=CC9)[P](C=1C=CC=CC1)(C=1C=CC=CC1)C=1C=CC=CC1 (tetrakis(triphenylphosphine)palladium), [Cu]I (copper(I) iodide). The solvent is C(C)N(CC)CC (triethylamine). Conditions: time 4 day. Product: CC1=C(OCC(=O)OC)C=CC(=C1)OC\C=C(/C1=CC=C(C=C1)C#CCN1N=CC=C1)\C1=CC=C(C=C1)C (methyl (Z)-[2-methyl-4-[3-(4-methylphenyl)-3-[4-(3-pyrazol-1-ylpropynyl)phenyl]allyloxy]phenoxy]acetate). As a reaction SMILES: [CH3:1][C:2]1[CH:12]=[C:11]([O:13][CH2:14]/[CH:15]=[C:16](/[C:32]2[CH:37]=[CH:36][C:35]([CH3:38])=[CH:34][CH:33]=2)\[C:17]2[CH:22]=[CH:21][C:20]([C:23]#[C:24][CH2:25][N:26]3CCO[CH2:28][CH2:27]3)=[CH:19][CH:18]=2)[CH:10]=[CH:9][C:3]=1[O:4][CH2:5][C:6]([OH:8])=O.C([N:42]1[CH:46]=CC=N1)C#C.[O:47]1CCC[CH2:48]1>C(N(CC)CC)C.C1C=CC([P]([Pd]([P](C2C=CC=CC=2)(C2C=CC=CC=2)C2C=CC=CC=2)([P](C2C=CC=CC=2)(C2C=CC=CC=2)C2C=CC=CC=2)[P](C2C=CC=CC=2)(C2C=CC=CC=2)C2C=CC=CC=2)(C2C=CC=CC=2)C2C=CC=CC=2)=CC=1.[Cu]I>[CH3:1][C:2]1[CH:12]=[C:11]([O:13][CH2:14]/[CH:15]=[C:16](/[C:32]2[CH:33]=[CH:34][C:35]([CH3:38])=[CH:36][CH:37]=2)\[C:17]2[CH:22]=[CH:21][C:20]([C:23]#[C:24][CH2:25][N:26]3[CH:27]=[CH:28][CH:46]=[N:42]3)=[CH:19][CH:18]=2)[CH:10]=[CH:9][C:3]=1[O:4][CH2:5][C:6]([O:47][CH3:48])=[O:8] |^1:62,64,83,102|. Procedure details: A solution of methyl (Z)-[2-methyl-4-[3-(4-iodophenyl)-3-(4-methylphenyl)]allyloxy]-phenoxy]acetate (310 mg, 0.587 mmol; example 3) in a mixture of tetrahydrofuran (9 mL) and triethylamine (9 mL) was degassed and 1-propargyl-1H-pyrazole (124 mg, 1.17 mmol) was added in argon atmosphere. The solution was cooled down; tetrakis(triphenylphosphine)palladium (54 mg, 0.046 mmol) and copper(I) iodide (17.8 mg, 0.094 mmol) were added. The reaction mixture was stirred at ambient temperature for 4 days, s... Reactants: C(C)(C)(C)OC(=O)CNC1=CC=CC(=N1)C1=CC=C(C=C1)C=CC(=O)OCC (ethyl 3-{4-[6-(tert-butoxycarbonylmethylamino)pyrid-2-yl]phenyl}acrylate), FC(C(=O)O)(F)F (trifluoroacetic acid), C(O)([O-])=O.[Na+] (sodium hydrogen carbonate), C(CCCCCC)N=C=O (heptyl isocyanate), CN(C)C1=NC=CC=C1 (dimethylaminopyridine). The solvent is ClCCl (dichloromethane), C(C)N(CC)CC (triethylamine), O (water), ClCCl (dichloromethane). Run at time 3 hour. Product: C(CCCCCC)NC(N(C)C1=CC=CC(=N1)C1=CC=C(C=C1)C=CC(=O)OCC)=O (ethyl 3-{4-[6-(3-heptyl-1-methylureido)pyrid-2-yl]phenyl}acrylate). Isolated yield 51.5%. Reaction SMILES: C(OC([CH2:8][NH:9][C:10]1[N:15]=[C:14]([C:16]2[CH:21]=[CH:20][C:19]([CH:22]=[CH:23][C:24]([O:26][CH2:27][CH3:28])=[O:25])=[CH:18][CH:17]=2)[CH:13]=[CH:12][CH:11]=1)=O)(C)(C)C.FC(F)(F)C(O)=O.C(=O)([O-])O.[Na+].[CH2:41]([N:48]=[C:49]=[O:50])[CH2:42][CH2:43][CH2:44][CH2:45][CH2:46][CH3:47].CN(C1C=CC=CN=1)C>ClCCl.C(N(CC)CC)C.O>[CH2:41]([NH:48][C:49](=[O:50])[N:9]([C:10]1[N:15]=[C:14]([C:16]2[CH:17]=[CH:18][C:19]([CH:22]=[CH:23][C:24]([O:26][CH2:27][CH3:28])=[O:25])=[CH:20][CH:21]=2)[CH:13]=[CH:12][CH:11]=1)[CH3:8])[CH2:42][CH2:43][CH2:44][CH2:45][CH2:46][CH3:47] |f:2.3|. Procedure details: 300 mg (0.78 mmol) of ethyl 3-{4-[6-(tert-butoxycarbonylmethylamino)pyrid-2-yl]phenyl}acrylate are dissolved in 5 mL of dichloromethane. 2 mL of trifluoroacetic acid are added. The reaction mixture is stirred for 3 hours at room temperature. The reaction is stopped by adding 30 mL of saturated sodium hydrogen carbonate solution and is then extracted with ethyl acetate. The organic phases are combined and dried over sodium sulfate. The solvents are evaporated off and the oil obtained is then diss... As a reaction SMILES: [CH3:1][N:2]1[C:12](=[O:13])[C:11]2[C:6](=[CH:7][CH:8]=[CH:9][CH:10]=2)[S:3]1(=[O:5])=[O:4].[N:14]1[CH:19]=[CH:18][CH:17]=[CH:16][C:15]=1[NH:20][C:21](=[O:24])[CH2:22]Cl.[H-].[Na+].Cl>CN(C)C=O>[OH:13][C:12]1[C:11]2[CH:10]=[CH:9][CH:8]=[CH:7][C:6]=2[S:3](=[O:5])(=[O:4])[N:2]([CH3:1])[C:22]=1[C:21]([NH:20][C:15]1[CH:16]=[CH:17][CH:18]=[CH:19][N:14]=1)=[O:24] |f:2.3|. Starting materials: CN1S(=O)(=O)C2=CC=CC=C2C1=O (N-methylsaccharin), Cl (hydrochloric acid), N1=C(C=CC=C1)NC(CCl)=O (N-(2-pyridyl)chloroacetamide), [H-].[Na+] (sodium hydride). Run at temperature 40 celsius, time 2.5 hour. Solvent: CN(C=O)C (dimethylformamide). The product is OC1=C(N(S(C2=C1C=CC=C2)(=O)=O)C)C(=O)NC2=NC=CC=C2 (4-hydroxy-2-methyl-N-2-pyridyl-2H-1,2-benzothiazine-3-carboxamide 1,1-dioxide). Procedure details: To a solution of 590 mg. (3 mmole) of N-methylsaccharin and 1.02 g. (6 mmole) of N-(2-pyridyl)chloroacetamide in 3 ml. of dimethylformamide at 40° C. was added 250 mg. (10.3 mmole) of 99% sodium hydride portionwise over a period of one hour. The reaction mixture was allowed to stir at 40° C. for 2.5 hours and was then added to 100 ml. of 5% hydrochloric acid solution and 300 ml. of ice. The precipitate was filtered and dried to give 24 mg. Reactants: CCOC(=O)c1cc([N+](=O)[O-])ccc1Oc1ccc(F)cc1, [Na+], [OH-]. Product: O=C(O)c1cc([N+](=O)[O-])ccc1Oc1ccc(F)cc1. RXN SMILES: [CH2:1]([CH3:2])[O:3][C:4]([c:5]1[c:6]([O:14][c:15]2[cH:16][cH:17][c:18]([F:21])[cH:19][cH:20]2)[cH:7][cH:8][c:9]([N+:11](=[O:12])[O-:13])[cH:10]1)=[O:22].[Na+:24].[OH-:23]>>[O:3]=[C:4]([c:5]1[c:6]([O:14][c:15]2[cH:16][cH:17][c:18]([F:21])[cH:19][cH:20]2)[cH:7][cH:8][c:9]([N+:11](=[O:12])[O-:13])[cH:10]1)[OH:22]. Reactants: C=CC(=O)OCC, C1CN2CCN1CC2, [CH3], CCOCC, CCc1cnc(Cl)c(C=O)c1. The product is C=C(C(=O)OCC)C(O)c1cc(CC)cnc1Cl. As a reaction SMILES: [C:21]([CH:22]=[CH2:23])(=[O:24])[O:25][CH2:26][CH3:27].[CH2:12]1[N:13]2[CH2:14][CH2:15][N:16]([CH2:17][CH2:18]2)[CH2:19]1.[CH3:20].[CH3:28][CH2:29][O:30][CH2:31][CH3:32].[Cl:1][c:2]1[c:3]([CH:4]=[O:5])[cH:6][c:7]([CH2:10][CH3:11])[cH:8][n:9]1>>[Cl:1][c:2]1[c:3]([CH:4]([OH:5])[C:22]([C:21](=[O:24])[O:25][CH2:26][CH3:27])=[CH2:23])[cH:6][c:7]([CH2:10][CH3:11])[cH:8][n:9]1. Reactants: ClC=1C2=C(N=CN1)C=C(N2CCOCC)C=2OC=CC2 (4-chloro-5-(2-ethoxyethyl)-6-(2-furyl)-5H-pyrrolo[3,2-d]pyrimidine), CC=1C=C(N)C=CC1OC=1C=NC(=CC1)C (3-methyl-4-[(6-methylpyridin-3-yl)oxy]aniline), CN1C(CCC1)=O (1-methyl-2-pyrrolidinone), C(O)([O-])=O.[Na+] (sodium hydrogen carbonate). Solvent: O (water). Reaction conditions: temperature 140 celsius, time 2 hour. Yields the product C(C)OCCN1C(=CC=2N=CN=C(C21)NC2=CC(=C(C=C2)OC=2C=NC(=CC2)C)C)C=2OC=CC2 (5-(2-ethoxyethyl)-6-(2-furyl)-N-{3-methyl-4-[(6-methylpyridin-3-yl)oxy]phenyl}-5H-pyrrolo[3,2-d]pyrimidin-4-amine). Isolated yield 63.8%. RXN SMILES: Cl[C:2]1[C:3]2[N:10]([CH2:11][CH2:12][O:13][CH2:14][CH3:15])[C:9]([C:16]3[O:17][CH:18]=[CH:19][CH:20]=3)=[CH:8][C:4]=2[N:5]=[CH:6][N:7]=1.[CH3:21][C:22]1[CH:23]=[C:24]([CH:26]=[CH:27][C:28]=1[O:29][C:30]1[CH:31]=[N:32][C:33]([CH3:36])=[CH:34][CH:35]=1)[NH2:25].CN1CCCC1=O.C(=O)([O-])O.[Na+]>O>[CH2:14]([O:13][CH2:12][CH2:11][N:10]1[C:3]2[C:2]([NH:25][C:24]3[CH:26]=[CH:27][C:28]([O:29][C:30]4[CH:31]=[N:32][C:33]([CH3:36])=[CH:34][CH:35]=4)=[C:22]([CH3:21])[CH:23]=3)=[N:7][CH:6]=[N:5][C:4]=2[CH:8]=[C:9]1[C:16]1[O:17][CH:18]=[CH:19][CH:20]=1)[CH3:15] |f:3.4|. Reported procedure: A mixture of 4-chloro-5-(2-ethoxyethyl)-6-(2-furyl)-5H-pyrrolo[3,2-d]pyrimidine (76 mg), 3-methyl-4-[(6-methylpyridin-3-yl)oxy]aniline (67 mg) and 1-methyl-2-pyrrolidinone (1.5 mL) was stirred at 140° C. for 2 hrs, poured into water (8 mL) and adjusted to pH 8 with saturated aqueous sodium hydrogen carbonate. The mixture was extracted with ethyl acetate (20 mL×2) and the organic layers were combined and dried over anhydrous magnesium sulfate. After concentration under reduced pressure, the resid...